This data is from the Open Reaction Database (ORD), a public repository of structured organic reaction records. The task is: describe an organic reaction: reactants, conditions, products, and yield Reactants: ClC1=CC=C(C=C1)C1=C(SC=C1)CO ([3-(4-chlorophenyl)thiophen-2-yl]methanol), CN(C=O)C (N,N-dimethylformamide), C1CC(=O)N(C1=O)Br (NBS). Solvent: CC(OCC)=O (EA). Run at time 2 hour. Yields the product BrC1=CC(=C(S1)CO)C1=CC=C(C=C1)Cl ([5-bromo-3-(4-chlorophenyl)thiophen-2-yl]methanol). Reaction SMILES: [Cl:1][C:2]1[CH:7]=[CH:6][C:5]([C:8]2[CH:12]=[CH:11][S:10][C:9]=2[CH2:13][OH:14])=[CH:4][CH:3]=1.CN(C)C=O.C1C(=O)N([Br:27])C(=O)C1>CC(=O)OCC>[Br:27][C:11]1[S:10][C:9]([CH2:13][OH:14])=[C:8]([C:5]2[CH:6]=[CH:7][C:2]([Cl:1])=[CH:3][CH:4]=2)[CH:12]=1. Reported procedure: Into a 100-mL round-bottom flask, was placed [3-(4-chlorophenyl)thiophen-2-yl]methanol (3.6 g, 16.02 mmol, 1.00 equiv), N,N-dimethylformamide (20 mL). This was followed by the addition of NBS (2.85 g, 16.01 mmol, 1.00 equiv) portions at −5° C. The resulting solution was stirred for 2 h at room temperature (20 degree C.). The resulting solution was diluted with 100 mL of EA. The resulting mixture was washed with 3×30 mL of brine. The mixture was dried over anhydrous sodium sulfate. The solids wer... Reactants: CCOP(=O)(CC(C)=O)OCC, COc1ccc(OCCCCCI)c(Cl)c1, [LiH]. The product is CCOP(=O)(OCC)C(CCCCCOc1ccc(OC)cc1Cl)C(C)=O. RXN SMILES: [CH2:2]([C:3](=[O:4])[CH3:5])[P:6]([O:7][CH2:8][CH3:9])([O:10][CH2:11][CH3:12])=[O:13].[Cl:14][c:15]1[c:16]([O:17][CH2:18][CH2:19][CH2:20][CH2:21][CH2:22][I:23])[cH:24][cH:25][c:26]([O:28][CH3:29])[cH:27]1.[LiH:1]>>[CH:2]([C:3](=[O:4])[CH3:5])([P:6]([O:7][CH2:8][CH3:9])([O:10][CH2:11][CH3:12])=[O:13])[CH2:22][CH2:21][CH2:20][CH2:19][CH2:18][O:17][c:16]1[c:15]([Cl:14])[cH:27][c:26]([O:28][CH3:29])[cH:25][cH:24]1. The reactants are [Si](C1=CC=CC=C1)(C1=CC=CC=C1)(C(C)(C)C)OC[C@@H]1CC[C@H]([C@]2(CCCO[C@H]12)O)NC1=CC=C(C=C1)F ((4aS,5R,8S,8aR)-8-({[tert-butyl(diphenyl)silyl]oxy}methyl)-5-[(4-fluorophenyl)amino]hexahydro-2H-chromen-4a(5H)-ol). The solvent is [F-].C(CCC)[N+](CCCC)(CCCC)CCCC (tetrabutylammonium fluoride). Run at time 8 hour. Yields the product FC1=CC=C(C=C1)N[C@H]1[C@@]2(CCCO[C@@H]2[C@@H](CC1)CO)O ((4aR,5R,8S,8aR)-5-[(4-fluorophenyl)amino]-8-(hydroxymethyl)hexahydro-2H-chromen-4a(5H)-ol). As a reaction SMILES: [Si]([O:18][CH2:19][C@H:20]1[C@@H:29]2[C@:24]([OH:30])([CH2:25][CH2:26][CH2:27][O:28]2)[C@H:23]([NH:31][C:32]2[CH:37]=[CH:36][C:35]([F:38])=[CH:34][CH:33]=2)[CH2:22][CH2:21]1)(C(C)(C)C)(C1C=CC=CC=1)C1C=CC=CC=1>[F-].C([N+](CCCC)(CCCC)CCCC)CCC>[F:38][C:35]1[CH:34]=[CH:33][C:32]([NH:31][C@@H:23]2[CH2:22][CH2:21][C@@H:20]([CH2:19][OH:18])[C@@H:29]3[C@@:24]2([OH:30])[CH2:25][CH2:26][CH2:27][O:28]3)=[CH:37][CH:36]=1 |f:1.2|. Procedure: Dissolved 68 mg (4aS,5R,8S,8aR)-8-({[tert-butyl(diphenyl)silyl]oxy}methyl)-5-[(4-fluorophenyl)amino]hexahydro-2H-chromen-4a(5H)-ol in 4 mL tetrabutylammonium fluoride solution (2.0 M in THF) and stirred overnight at RT. Excess solvent was removed using a rotovap, then the residue was diluted with CH2Cl2, added to water, and extracted with CH2Cl2. The crude extract was dried over Na2SO4, filtered, concentrated, then purified on silica gel to provide the title compound. 1H NMR (500 MHz, CDCl3) δ=1... Reactants: OOS(=O)[O-].[K+] (Oxone), CO (MeOH), BrC(C1=C(C(=NO1)C1=CC=C(C=C1)SC)C1=CC=CC=C1)(F)F (5-(Bromodifluoromethyl)-3-(4-methylsulfanylphenyl)-4-phenylisoxazole). Solvent: O (H2O), O (H2O), C1CCOC1 (THF). The product is BrC(C1=C(C(=NO1)C1=CC=C(C=C1)S(=O)(=O)C)C1=CC=CC=C1)(F)F (5-(Bromodifluoromethyl)-3-(4-methanesulfonylphenyl)-4-phenylisoxazole). The yield is 81.0%. As a reaction SMILES: O[O:2][S:3]([O-:5])=O.[K+].[CH3:7]O.[Br:9][C:10]([F:31])([F:30])[C:11]1[O:15][N:14]=[C:13]([C:16]2[CH:21]=[CH:20][C:19](SC)=[CH:18][CH:17]=2)[C:12]=1[C:24]1[CH:29]=[CH:28][CH:27]=[CH:26][CH:25]=1>C1COCC1.O>[Br:9][C:10]([F:30])([F:31])[C:11]1[O:15][N:14]=[C:13]([C:16]2[CH:17]=[CH:18][C:19]([S:3]([CH3:7])(=[O:5])=[O:2])=[CH:20][CH:21]=2)[C:12]=1[C:24]1[CH:25]=[CH:26][CH:27]=[CH:28][CH:29]=1 |f:0.1|. Procedure: A mixture of Oxone® (120 mg), H2O (3 mL) and MeOH (1 mL) was added dropwise to a solution of 6 (43 mg, 0.108 mmol) in THF (5 mL) with stirring. The reaction mixture was stirred for 2 h and diluted with H2O (10 mL). The product was extracted with CH2Cl2 and the organic extracts were dried over anhydrous MgSO4. After filtration, the filtrate was concentrated and the resulting residue was purified by flash column chromatography with hexanes-EtOAc (4:1) to give 7 (39 mg, 81%) as a colorless solid: 1... The reactants are C(C(=O)Cl)(=O)Cl (oxalyl chloride), C(CC(O)(C(=O)O)CC(=O)O)(=O)O (citric acid), BrC1=C(OC(C(=O)Cl)(C)C)C=C(C=C1)[N+](=O)[O-] (2-(2-bromo-5-nitrophenoxy)-2-methylpropionyl chloride), FC1=CC(=C(N)C(=C1)C)C (4-fluoro-2,6-dimethyl-aniline), C(CCC)[Li].CCCCCC (n-butyl lithium hexane), C(O)([O-])=O.[Na+] (sodium hydrogencarbonate). The solvent is O1CCCC1 (tetrahydrofuran), CN(C=O)C (N,N-dimethylformamide), O1CCCC1 (tetrahydrofuran), ClCCl (dichloromethane), C(=O)=O.CC(=O)C (dry ice acetone). Run at time 5 minute. The product is BrC1=C(OC(C(=O)NC2=C(C=C(C=C2C)F)C)(C)C)C=C(C=C1)[N+](=O)[O-] (2-(2-bromo-5-nitro-phenoxy)-N-(4-fluoro-2,6-dimethylphenyl)-2-methylpropionamide). RXN SMILES: C(Cl)(=O)C(Cl)=O.[F:7][C:8]1[CH:14]=[C:13]([CH3:15])[C:11]([NH2:12])=[C:10]([CH3:16])[CH:9]=1.C([Li])CCC.CCCCCC.[Br:28][C:29]1[CH:41]=[CH:40][C:39]([N+:42]([O-:44])=[O:43])=[CH:38][C:30]=1[O:31][C:32]([CH3:37])([CH3:36])[C:33](Cl)=[O:34].C(O)(=O)CC(CC(O)=O)(C(O)=O)O.C(=O)([O-])O.[Na+]>ClCCl.O1CCCC1.C(=O)=O.CC(C)=O.CN(C)C=O>[Br:28][C:29]1[CH:41]=[CH:40][C:39]([N+:42]([O-:44])=[O:43])=[CH:38][C:30]=1[O:31][C:32]([CH3:37])([CH3:36])[C:33]([NH:12][C:11]1[C:13]([CH3:15])=[CH:14][C:8]([F:7])=[CH:9][C:10]=1[CH3:16])=[O:34] |f:2.3,6.7,10.11|. Procedure details: To a solution of the compound obtained in the above step (1) (295 mg) in dichloromethane (10 mL) were added oxalyl chloride (253 μL) and a drop of N,N-dimethylformamide, and the mixture was stirred at room temperature overnight. The reaction mixture was concentrated in vacuo to give crude 2-(2-bromo-5-nitrophenoxy) -2-methylpropionyl chloride. To a solution of 4-fluoro-2,6-dimethyl-aniline (149 mg) in tetrahydrofuran (15 mL) was added dropwise 1.6N n-butyl lithium/hexane solution (680 μL) over a...